Dataset: the Open Reaction Database (ORD), a public repository of structured organic reaction records. Task: describe an organic reaction: reactants, conditions, products, and yield Reaction SMILES: [CH3:15][NH2:16].[CH3:17][OH:18].[Cl:1][CH2:2][CH2:3][CH2:4][O:5][c:6]1[cH:7][c:8]([N:12]([CH3:13])[CH3:14])[cH:9][cH:10][cH:11]1>>[CH2:2]([CH2:3][CH2:4][O:5][c:6]1[cH:7][c:8]([N:12]([CH3:13])[CH3:14])[cH:9][cH:10][cH:11]1)[NH:16][CH3:15]. The reactants are CN, CO, CN(C)c1cccc(OCCCCl)c1. Product: CNCCCOc1cccc(N(C)C)c1.